This data is from the Open Reaction Database (ORD), a public repository of structured organic reaction records. The task is: describe an organic reaction: reactants, conditions, products, and yield Reactants: C1CCNCC1, Cc1ccsc1CNC1=NC(=O)CS1, Cc1ccccc1, O=C(O)c1ccccc1, O=Cc1ccc2ncccc2n1. Product: Cc1ccsc1CNC1=NC(=O)C(=Cc2ccc3ncccc3n2)S1. RXN SMILES: [CH2:36]1[CH2:37][CH2:38][NH:39][CH2:40][CH2:41]1.[CH3:1][c:2]1[c:3]([CH2:7][NH:8][C:9]2=[N:13][C:12](=[O:14])[CH2:11][S:10]2)[s:4][cH:5][cH:6]1.[CH3:42][c:43]1[cH:44][cH:45][cH:46][cH:47][cH:48]1.[OH:27][C:28]([c:29]1[cH:30][cH:31][cH:32][cH:33][cH:34]1)=[O:35].[n:15]1[cH:16][cH:17][cH:18][c:19]2[n:20][c:21]([CH:25]=[O:26])[cH:22][cH:23][c:24]12>>[CH3:1][c:2]1[c:3]([CH2:7][NH:8][C:9]2=[N:13][C:12](=[O:14])[C:11](=[CH:25][c:21]3[n:20][c:19]4[cH:18][cH:17][cH:16][n:15][c:24]4[cH:23][cH:22]3)[S:10]2)[s:4][cH:5][cH:6]1. Starting materials: CC(C)(C)OC(=O)N1CCNCC1, Cc1noc(NC(=O)OCC(Cl)(Cl)Cl)c1C, CS(C)=O, O. Product: Cc1noc(NC(=O)N2CCN(C(=O)OC(C)(C)C)CC2)c1C. RXN SMILES: [C:1]([CH3:2])([CH3:3])([CH3:4])[O:5][C:6](=[O:7])[N:8]1[CH2:9][CH2:10][NH:11][CH2:12][CH2:13]1.[CH3:14][c:15]1[n:16][o:17][c:18]([NH:21][C:22]([O:23][CH2:25][C:26]([Cl:27])([Cl:28])[Cl:29])=[O:24])[c:19]1[CH3:20].[CH3:30][S:31]([CH3:32])=[O:33].[OH2:34]>>[C:1]([CH3:2])([CH3:3])([CH3:4])[O:5][C:6](=[O:7])[N:8]1[CH2:9][CH2:10][N:11]([C:22]([NH:21][c:18]2[o:17][n:16][c:15]([CH3:14])[c:19]2[CH3:20])=[O:23])[CH2:12][CH2:13]1.